The task is: describe an organic reaction: reactants, conditions, products, and yield. This data is from the Open Reaction Database (ORD), a public repository of structured organic reaction records. Reactants: O=C1C(C(N(C2=C(N1CC(=O)N(C1=CC=C(C=C1)OC)C(C)C)C=CC=C2)C=2C(=NN(C2C)C)C)=O)=NNC2=CC=CC=C2 (2-[2,4-Dioxo-3-(phenyl-hydrazono)-5-(1,3,5-trimethyl-1H-pyrazol-4-yl)-2,3,4,5-tetrahydro-benzo[b][1,4]diazepin-1-yl]-N-isopropyl-N-(4-methoxy-phenyl)-acetamide). The reagents and catalysts are [Zn] (zinc). The solvent is C(C)(=O)O (acetic acid). Reaction conditions: time 15 hour. Yields the product NC1C(N(C2=C(N(C1=O)CC(=O)N(C1=CC=C(C=C1)OC)C(C)C)C=CC=C2)C=2C(=NN(C2C)C)C)=O (2-[3-Amino-2,4-dioxo-5-(1,3,5-trimethyl-1H-pyrazol-4-yl)-2,3,4,5-tetrahydro-benzo[b][1,4]diazepin-1-yl]-N-isopropyl-N-(4-methoxy-phenyl)-acetamide). Yield: 9.9%. RXN SMILES: [O:1]=[C:2]1[N:8]([CH2:9][C:10]([N:12]([CH:21]([CH3:23])[CH3:22])[C:13]2[CH:18]=[CH:17][C:16]([O:19][CH3:20])=[CH:15][CH:14]=2)=[O:11])[C:7]2[CH:24]=[CH:25][CH:26]=[CH:27][C:6]=2[N:5]([C:28]2[C:29]([CH3:35])=[N:30][N:31]([CH3:34])[C:32]=2[CH3:33])[C:4](=[O:36])[C:3]1=[N:37]NC1C=CC=CC=1>C(O)(=O)C.[Zn]>[NH2:37][CH:3]1[C:2](=[O:1])[N:8]([CH2:9][C:10]([N:12]([CH:21]([CH3:23])[CH3:22])[C:13]2[CH:14]=[CH:15][C:16]([O:19][CH3:20])=[CH:17][CH:18]=2)=[O:11])[C:7]2[CH:24]=[CH:25][CH:26]=[CH:27][C:6]=2[N:5]([C:28]2[C:29]([CH3:35])=[N:30][N:31]([CH3:34])[C:32]=2[CH3:33])[C:4]1=[O:36]. Reported procedure: To a solution of 2-[2,4-Dioxo-3-(phenyl-hydrazono)-5-(1,3,5-trimethyl-1H-pyrazol-4-yl)-2,3,4,5-tetrahydro-benzo[b][1,4]diazepin-1-yl]-N-isopropyl-N-(4-methoxy-phenyl)-acetamide (4.6 g, 7.74 mmol) in glacial acetic acid (45 mL) was added zinc dust (4.6 g). The heterogenous solution stirred at RT for 15 h and subsequently filtered through a bed of celite, washed with ethyl acetate and concentrated to dryness. The resulting oil was dissolved in ethyl acetate (200 mL) and extracted with saturated so...